The task is: describe an organic reaction: reactants, conditions, products, and yield. This data is from the Open Reaction Database (ORD), a public repository of structured organic reaction records. The reactants are CN(C)C=O, NC1CC1, CN1Cc2c(-c3noc(CCl)n3)ncn2-c2ccc(F)cc2C1=O. The product is CN1Cc2c(-c3noc(CNC4CC4)n3)ncn2-c2ccc(F)cc2C1=O. RXN SMILES: [CH3:29][N:30]([CH3:31])[CH:32]=[O:33].[CH:25]1([NH2:28])[CH2:26][CH2:27]1.[Cl:1][CH2:2][c:3]1[n:4][c:5](-[c:8]2[n:9][cH:10][n:11]3[c:12]2[CH2:13][N:14]([CH3:24])[C:15](=[O:23])[c:16]2[c:17]-3[cH:18][cH:19][c:20]([F:22])[cH:21]2)[n:6][o:7]1>>[CH2:2]([c:3]1[n:4][c:5](-[c:8]2[n:9][cH:10][n:11]3[c:12]2[CH2:13][N:14]([CH3:24])[C:15](=[O:23])[c:16]2[c:17]-3[cH:18][cH:19][c:20]([F:22])[cH:21]2)[n:6][o:7]1)[NH:28][CH:25]1[CH2:26][CH2:27]1. Starting materials: COS(=O)(=O)OC (dimethylsulfate), N#CN (cyanamide), C([O-])(O)=O.[Na+] (sodium bicarbonate), BrC(C(=O)Br)C (2-bromopropionyl bromide). The solvent is [OH-].[K+] (potassium hydroxide). Run at time 1 hour. Product: C(#N)N(C(C(C)Br)=O)C (2-bromopropionic acid N-cyano-N-methylamide). Isolated yield 35.6%. Reaction SMILES: [N:1]#[C:2][NH2:3].[Br:4][CH:5]([CH3:9])[C:6](Br)=[O:7].[C:10](=O)(O)[O-].[Na+].COS(OC)(=O)=O>[OH-].[K+]>[C:2]([N:3]([CH3:10])[C:6](=[O:7])[CH:5]([Br:4])[CH3:9])#[N:1] |f:2.3,5.6|. Procedure: 10.5 g (0.25 mole) of cyanamide are dissolved in 250 ml of 2N potassium hydroxide solution and the solution so obtained is cooled to +10° C. At this temperature 26.5 ml (0.25 mole) of 2-bromopropionyl bromide are added dropwise and the reaction mixture is stirred for one hour at the same temperature. Then 16.8 g (0.2 mole) of sodium bicarbonate are added. 63 g (0.5 mole) of dimethylsulfate are subsequently added dropwise at 20° C. and the reaction mixture is stirred for 4 hours and extracted wit... Reactants: O=C([O-])[O-], CCc1cc(O)c(F)c(C(=Nc2ccc(-c3noc(C)n3)cc2)C(=NC(=O)OC)SC)c1, CCOC(C)=O, CN(C)C(=O)CCl, [K+], [K+], CN(C)C=O, O. Product: CCc1cc(OCC(=O)N(C)C)c(F)c(C(=Nc2ccc(-c3noc(C)n3)cc2)C(=NC(=O)OC)SC)c1. Reaction SMILES: [C:1](=[O:2])([O-:3])[O-:4].[CH3:14][O:15][C:16]([N:17]=[C:18]([C:19](=[N:20][c:21]1[cH:22][cH:23][c:24](-[c:27]2[n:28][o:29][c:30]([CH3:32])[n:31]2)[cH:25][cH:26]1)[c:33]1[c:34]([F:42])[c:35]([OH:41])[cH:36][c:37]([CH2:39][CH3:40])[cH:38]1)[S:43][CH3:44])=[O:45].[CH3:46][CH2:47][O:48][C:49](=[O:50])[CH3:51].[Cl:7][CH2:8][C:9](=[O:10])[N:11]([CH3:12])[CH3:13].[K+:5].[K+:6].[O:52]=[CH:53][N:54]([CH3:55])[CH3:56].[OH2:57]>>[CH2:8]([C:9](=[O:10])[N:11]([CH3:12])[CH3:13])[O:41][c:35]1[c:34]([F:42])[c:33]([C:19]([C:18](=[N:17][C:16]([O:15][CH3:14])=[O:45])[S:43][CH3:44])=[N:20][c:21]2[cH:22][cH:23][c:24](-[c:27]3[n:28][o:29][c:30]([CH3:32])[n:31]3)[cH:25][cH:26]2)[cH:38][c:37]([CH2:39][CH3:40])[cH:36]1.